Dataset: the Open Reaction Database (ORD), a public repository of structured organic reaction records. Task: describe an organic reaction: reactants, conditions, products, and yield Product: COC(=O)C1C(c2ccc(F)c(C)c2)=CC(N2CCCC2)CC1(C)C. Starting materials: C1CCNC1, COC(=O)C1C(c2ccc(F)c(C)c2)=CCCC1(C)C, CO, ClC(Cl)Cl, Cl. As a reaction SMILES: [CH2:21]1[CH2:22][CH2:23][NH:24][CH2:25]1.[CH3:1][C:2]1([CH3:20])[CH:3]([C:16](=[O:17])[O:18][CH3:19])[C:4]([c:8]2[cH:9][c:10]([CH3:15])[c:11]([F:14])[cH:12][cH:13]2)=[CH:5][CH2:6][CH2:7]1.[CH3:31][OH:32].[CH:26]([Cl:27])([Cl:28])[Cl:29].[ClH:30]>>[CH3:1][C:2]1([CH3:20])[CH:3]([C:16](=[O:17])[O:18][CH3:19])[C:4]([c:8]2[cH:9][c:10]([CH3:15])[c:11]([F:14])[cH:12][cH:13]2)=[CH:5][CH:6]([N:24]2[CH2:23][CH2:22][CH2:21][CH2:25]2)[CH2:7]1.